From a dataset of the Open Reaction Database (ORD), a public repository of structured organic reaction records. describe an organic reaction: reactants, conditions, products, and yield Starting materials: CO, Cl, [Na+], [Na+], O=C([O-])[O-], CC(Nc1ncnc2cc(OCCOC3CCCCO3)c([N+](=O)[O-])cc12)c1ccccc1. Yields the product CC(Nc1ncnc2cc(OCCO)c([N+](=O)[O-])cc12)c1ccccc1. Reaction SMILES: [CH3:40][OH:41].[ClH:1].[Na+:34].[Na+:35].[O-:36][C:37](=[O:38])[O-:39].[c:2]1([CH:8]([CH3:9])[NH:10][c:11]2[n:12][cH:13][n:14][c:15]3[cH:16][c:17]([O:24][CH2:25][CH2:26][O:27][CH:28]4[CH2:29][CH2:30][CH2:31][CH2:32][O:33]4)[c:18]([N+:21](=[O:22])[O-:23])[cH:19][c:20]23)[cH:3][cH:4][cH:5][cH:6][cH:7]1>>[c:2]1([CH:8]([CH3:9])[NH:10][c:11]2[n:12][cH:13][n:14][c:15]3[cH:16][c:17]([O:24][CH2:25][CH2:26][OH:27])[c:18]([N+:21](=[O:22])[O-:23])[cH:19][c:20]23)[cH:3][cH:4][cH:5][cH:6][cH:7]1. Starting materials: CO, CN(CCCCOc1cccc(C(F)(F)F)c1)Cc1ccccc1, Cl, [H][H]. The product is CNCCCCOc1cccc(C(F)(F)F)c1. RXN SMILES: [CH3:28][OH:29].[CH3:2][N:3]([CH2:4][c:5]1[cH:6][cH:7][cH:8][cH:9][cH:10]1)[CH2:11][CH2:12][CH2:13][CH2:14][O:15][c:16]1[cH:17][c:18]([C:22]([F:23])([F:24])[F:25])[cH:19][cH:20][cH:21]1.[ClH:1].[H:26][H:27]>>[CH3:2][NH:3][CH2:11][CH2:12][CH2:13][CH2:14][O:15][c:16]1[cH:17][c:18]([C:22]([F:23])([F:24])[F:25])[cH:19][cH:20][cH:21]1. Reactants: CCO, [H][H], O=C(O)CCNC(=O)c1ccc([N+](=O)[O-])cc1. Yields the product Nc1ccc(C(=O)NCCC(=O)O)cc1. Reaction SMILES: [CH3:20][CH2:21][OH:22].[H:18][H:19].[N+:1]([O-:2])(=[O:3])[c:4]1[cH:5][cH:6][c:7]([C:8](=[O:9])[NH:10][CH2:11][CH2:12][C:13](=[O:14])[OH:15])[cH:16][cH:17]1>>[NH2:1][c:4]1[cH:5][cH:6][c:7]([C:8](=[O:9])[NH:10][CH2:11][CH2:12][C:13](=[O:14])[OH:15])[cH:16][cH:17]1. The reactants are ClC=1C=C(C=CC1Cl)[C@@H]1CNCC[C@H]1N(C(C1=CC=C(C=C1)C)=O)C (N-[(3R*,4R*)-3-(3,4-dichlorophenyl)piperidin-4-yl]-N,4-dimethylbenzamide), C(C)(=O)N1CCC(CC1)C(=O)O (1-acetylpiperidine-4-carboxylic acid). Yields the product C(C)(=O)N1CCC(CC1)C(=O)N1C[C@H]([C@@H](CC1)N(C(C1=CC=C(C=C1)C)=O)C)C1=CC(=C(C=C1)Cl)Cl (N-[(3R*,4R*)-1-[(1-acetylpiperidin-4-yl)carbonyl]-3-(3,4-dichlorophenyl)piperidin-4-yl]-N,4-dimethylbenzamide). RXN SMILES: [Cl:1][C:2]1[CH:3]=[C:4]([C@H:9]2[C@H:14]([N:15]([CH3:25])[C:16](=[O:24])[C:17]3[CH:22]=[CH:21][C:20]([CH3:23])=[CH:19][CH:18]=3)[CH2:13][CH2:12][NH:11][CH2:10]2)[CH:5]=[CH:6][C:7]=1[Cl:8].[C:26]([N:29]1[CH2:34][CH2:33][CH:32]([C:35](O)=[O:36])[CH2:31][CH2:30]1)(=[O:28])[CH3:27]>>[C:26]([N:29]1[CH2:30][CH2:31][CH:32]([C:35]([N:11]2[CH2:12][CH2:13][C@@H:14]([N:15]([CH3:25])[C:16](=[O:24])[C:17]3[CH:18]=[CH:19][C:20]([CH3:23])=[CH:21][CH:22]=3)[C@H:9]([C:4]3[CH:5]=[CH:6][C:7]([Cl:8])=[C:2]([Cl:1])[CH:3]=3)[CH2:10]2)=[O:36])[CH2:33][CH2:34]1)(=[O:28])[CH3:27]. Procedure: Using the compound obtained in Example 23 and 1-acetylpiperidine-4-carboxylic acid, and by the reaction and purification in the same manner as in Example 3, the title compound was obtained. Starting materials: C1CN2CCN1CC2, C[Si](C)(C)Cl, CC(C)O[PH](C)=O, Cc1ccccc1, OC1C=C(I)CC1, c1ccc(P(c2ccccc2)(c2ccccc2)[Pd](P(c2ccccc2)(c2ccccc2)c2ccccc2)(P(c2ccccc2)(c2ccccc2)c2ccccc2)P(c2ccccc2)(c2ccccc2)c2ccccc2)cc1. Product: CC(C)O[PH](=O)CC1=CC(O)CC1. As a reaction SMILES: [CH2:1]1[N:2]2[CH2:3][CH2:4][N:5]([CH2:6][CH2:7]2)[CH2:8]1.[CH3:16][Si:17]([Cl:18])([CH3:19])[CH3:20].[CH3:21][PH:22]([O:23][CH:24]([CH3:25])[CH3:26])=[O:27].[CH3:28][c:29]1[cH:30][cH:31][cH:32][cH:33][cH:34]1.[I:9][C:10]1=[CH:11][CH:12]([OH:15])[CH2:13][CH2:14]1.[cH:35]1[cH:36][cH:37][c:38]([P:39]([Pd:40]([P:41]([c:42]2[cH:43][cH:44][cH:45][cH:46][cH:47]2)([c:48]2[cH:49][cH:50][cH:51][cH:52][cH:53]2)[c:54]2[cH:55][cH:56][cH:57][cH:58][cH:59]2)([P:60]([c:61]2[cH:62][cH:63][cH:64][cH:65][cH:66]2)([c:67]2[cH:68][cH:69][cH:70][cH:71][cH:72]2)[c:73]2[cH:74][cH:75][cH:76][cH:77][cH:78]2)[P:79]([c:80]2[cH:81][cH:82][cH:83][cH:84][cH:85]2)([c:86]2[cH:87][cH:88][cH:89][cH:90][cH:91]2)[c:92]2[cH:93][cH:94][cH:95][cH:96][cH:97]2)([c:98]2[cH:99][cH:100][cH:101][cH:102][cH:103]2)[c:104]2[cH:105][cH:106][cH:107][cH:108][cH:109]2)[cH:110][cH:111]1>>[C:10]1([CH2:21][PH:22]([O:23][CH:24]([CH3:25])[CH3:26])=[O:27])=[CH:11][CH:12]([OH:15])[CH2:13][CH2:14]1. The reactants are OC=1C=CC2=C(C=C(CCS2(=O)=O)C(=O)OC)C1 (methyl 7-hydroxy-1,1-dioxo-2,3-dihydro-1-benzothiepine-4-carboxylate), C(CC)OCC1=CC=C(CO)C=C1 (4-(propoxymethyl)benzyl alcohol), C1(=CC=CC=C1)P(C1=CC=CC=C1)C1=CC=CC=C1 (triphenylphosphine), N(=NC(=O)OCC)C(=O)OCC (diethyl azodicarboxylate), solution. Run in C1CCOC1 (THF), C1(=CC=CC=C1)C (toluene). Reaction conditions: time 68 hour. Yields the product C(CC)OCC1=CC=C(COC=2C=CC3=C(C=C(CCS3(=O)=O)C(=O)OC)C2)C=C1 (methyl 7-[[4-(propoxymethyl)benzyl]oxy]-1,1-dioxo-2,3-dihydro-1-benzothiepine-4-carboxylate). The yield is 179.2%. RXN SMILES: [OH:1][C:2]1[CH:3]=[CH:4][C:5]2[S:11](=[O:13])(=[O:12])[CH2:10][CH2:9][C:8]([C:14]([O:16][CH3:17])=[O:15])=[CH:7][C:6]=2[CH:18]=1.[CH2:19]([O:22][CH2:23][C:24]1[CH:31]=[CH:30][C:27]([CH2:28]O)=[CH:26][CH:25]=1)[CH2:20][CH3:21].C1(P(C2C=CC=CC=2)C2C=CC=CC=2)C=CC=CC=1.N(C(OCC)=O)=NC(OCC)=O>C1COCC1.C1(C)C=CC=CC=1>[CH2:19]([O:22][CH2:23][C:24]1[CH:25]=[CH:26][C:27]([CH2:28][O:1][C:2]2[CH:3]=[CH:4][C:5]3[S:11](=[O:13])(=[O:12])[CH2:10][CH2:9][C:8]([C:14]([O:16][CH3:17])=[O:15])=[CH:7][C:6]=3[CH:18]=2)=[CH:30][CH:31]=1)[CH2:20][CH3:21]. Procedure details: Into a solution of methyl 7-hydroxy-1,1-dioxo-2,3-dihydro-1-benzothiepine-4-carboxylate (400 mg), 4-(propoxymethyl)benzyl alcohol (502 mg) and triphenylphosphine (782 mg) in THF (10 ml) was added at 0° C. diethyl azodicarboxylate (a 40% solution in toluene) (1.30 g), and the resulting mixture was stirred at room temperature for 68 hours. After concentration under reduced pressure, the residue was subjected to separation and purification using column chromatography (ethyl acetate/hexane 1:1) to o... Reactants: C(C)(C)(C)NC1CC(CC1)(C1=CC=CC=C1)C1=CC=CC=C1 ((-)-N-t-butyl-3,3-diphenylcyclopentylamine), CS(=O)(=O)O (methanesulfonic acid). The solvent is C(Cl)(Cl)Cl (chloroform), CO (methanol). Product: CS(=O)(=O)O.C(C)(C)(C)NC1CC(CC1)(C1=CC=CC=C1)C1=CC=CC=C1 ((-)-N-t-butyl-3,3-diphenylcyclopentylamine methanesulfonate). The yield is 89.5%. RXN SMILES: [C:1]([NH:5][CH:6]1[CH2:10][CH2:9][C:8]([C:17]2[CH:22]=[CH:21][CH:20]=[CH:19][CH:18]=2)([C:11]2[CH:16]=[CH:15][CH:14]=[CH:13][CH:12]=2)[CH2:7]1)([CH3:4])([CH3:3])[CH3:2].[CH3:23][S:24]([OH:27])(=[O:26])=[O:25]>C(Cl)(Cl)Cl.CO>[CH3:23][S:24]([OH:27])(=[O:26])=[O:25].[C:1]([NH:5][CH:6]1[CH2:10][CH2:9][C:8]([C:11]2[CH:16]=[CH:15][CH:14]=[CH:13][CH:12]=2)([C:17]2[CH:18]=[CH:19][CH:20]=[CH:21][CH:22]=2)[CH2:7]1)([CH3:4])([CH3:2])[CH3:3] |f:4.5|. Procedure details: To a suspension of (-)-N-t-butyl-4,4-diphenyl-2-cyclopentenylamine methanesulfonate (0.70 g) in ethyl acetate was added 2N sodium hydroxide aqueous solution (10 ml), and the organic layer was separated. The solution was washed with brine and hydrogenated over 10% palladium-on-carbon (0.06 g) to give (-)-N-t-butyl-3,3-diphenylcyclopentylamine (0.53 g). To a solution of (-)-N-t-butyl-3,3-diphenylcyclopentylamine (0.53 g) in chloroform was added a solution of methanesulfonic acid (174 mg) in methan...